This data is from the Open Reaction Database (ORD), a public repository of structured organic reaction records. The task is: describe an organic reaction: reactants, conditions, products, and yield The reactants are OCCCCC1=CC(CCC1)=O (3-(4-hydroxybutyl)-cyclohex-2-en-1-one), C(Cl)Cl (methylene chloride). Solvent: CCOCC (ether). Conditions: time 25 hour. The product is O=C1C=C(CCC1)CCCC=O (3-Oxo-1-cyclohexene butanal). RXN SMILES: [OH:1][CH2:2][CH2:3][CH2:4][CH2:5][C:6]1[CH2:11][CH2:10][CH2:9][C:8](=[O:12])[CH:7]=1.C(Cl)Cl>CCOCC>[O:12]=[C:8]1[CH2:9][CH2:10][CH2:11][C:6]([CH2:5][CH2:4][CH2:3][CH:2]=[O:1])=[CH:7]1. Procedure: Following the procedure of Corey, Tetrahedron Lett 2647 (1975), a mixture of 3-(4-hydroxybutyl)-cyclohex-2-en-1-one (539 mg) pyridinium dichromate (2.05 g) and methylene chloride (8.0 ml) is stirred for 25 hr at 20°-25°. The reaction is diluted with ether, filtered, dried over magnesium sulfate and concentrated to give the title compound, IR (neat) 2950, 1724, 1666, 1255, 1193, 888 cm-1. Reactants: C(CC)[C@@H]1CC[C@H](CC1)[C@@H]1CC[C@H](CC1)C(=O)O (trans-4-(trans-4'-propyl cyclohexyl)-cyclohexane carboxylic acid), S(=O)(Cl)Cl (thionyl chloride). Conditions: time 1 hour. Product: C(CC)[C@@H]1CC[C@H](CC1)[C@@H]1CC[C@H](CC1)C(=O)Cl (trans-4-(trans-4'-propyl cyclohexyl)-cyclohexane carboxylic acid chloride). Reaction SMILES: [CH2:1]([C@H:4]1[CH2:9][CH2:8][C@H:7]([C@H:10]2[CH2:15][CH2:14][C@H:13]([C:16]([OH:18])=O)[CH2:12][CH2:11]2)[CH2:6][CH2:5]1)[CH2:2][CH3:3].S(Cl)([Cl:21])=O>>[CH2:1]([C@H:4]1[CH2:9][CH2:8][C@H:7]([C@H:10]2[CH2:15][CH2:14][C@H:13]([C:16]([Cl:21])=[O:18])[CH2:12][CH2:11]2)[CH2:6][CH2:5]1)[CH2:2][CH3:3]. Procedure: 10 ml of thionyl chloride was added to 0.02 mol (5.0 g) of trans-4-(trans-4'-propyl cyclohexyl)-cyclohexane carboxylic acid and heated. They became homogeneous within about 1 hour, and then they were treated further for about an hour. Thereafter, excess thionyl chloride was removed under reduced pressure to leave trans-4-(trans-4'-propyl cyclohexyl)-cyclohexane carboxylic acid chloride. On the other hand, 3.9 g of 4-4'-cyanophenyl phenol is dissolved in 10 ml of pyridine and the acid chloride wa... Reactants: C1CCOC1, CCOC(=O)C1CCC(c2cc3cccnc3c(-c3cccc(OC)c3)n2)CC1, CCO, CCOC(C)=O, [K+], [OH-]. Product: COc1cccc(-c2nc(C3CCC(C(=O)O)CC3)cc3cccnc23)c1. Reaction SMILES: [CH2:32]1[O:33][CH2:34][CH2:35][CH2:36]1.[CH2:3]([CH3:4])[O:5][C:6](=[O:7])[CH:8]1[CH2:9][CH2:10][CH:11]([c:14]2[cH:15][c:16]3[cH:17][cH:18][cH:19][n:20][c:21]3[c:22](-[c:24]3[cH:25][c:26]([O:30][CH3:31])[cH:27][cH:28][cH:29]3)[n:23]2)[CH2:12][CH2:13]1.[CH3:37][CH2:38][OH:39].[CH3:40][CH2:41][O:42][C:43](=[O:44])[CH3:45].[K+:2].[OH-:1]>>[O:5]=[C:6]([OH:7])[CH:8]1[CH2:9][CH2:10][CH:11]([c:14]2[cH:15][c:16]3[cH:17][cH:18][cH:19][n:20][c:21]3[c:22](-[c:24]3[cH:25][c:26]([O:30][CH3:31])[cH:27][cH:28][cH:29]3)[n:23]2)[CH2:12][CH2:13]1. Reactants: N1=C(C=CC=C1)C1=NC=CC=C1 (2,2′-bipyridine), ClC(C)Cl (dichloroethane), C(C)(C)(C)[Si](OCC(C)(C=1N=NNN1)NC(=O)C1=C(N=C2N1C=CC=C2OCC2=C(C=CC=C2F)F)C)(C2=CC=CC=C2)C2=CC=CC=C2 (N-[1-{[tert-butyl (diphenyl)silyl]oxy}-2-(2H-tetrazol-5-yl)propan-2-yl]-8-[(2,6-difluorobenzyl)oxy]-2-methylimidazo[1,2-a]pyridine-3-carboxamide), C1(CC1)B(O)O (cyclopropylboronic acid), C([O-])([O-])=O.[Na+].[Na+] (sodium carbonate), ClC(C)Cl (dichloroethane), [Cl-].[NH4+] (ammonium chloride). The reagents and catalysts are C(C)(=O)[O-].[Cu+2].C(C)(=O)[O-] (copper (II) acetate). The solvent is O (water). Reaction conditions: temperature 70 celsius, time 4 hour. The product is C(C)(C)(C)[Si](OCC(C)(C=1N=NN(N1)C1CC1)NC(=O)C1=C(N=C2N1C=CC=C2OCC2=C(C=CC=C2F)F)C)(C2=CC=CC=C2)C2=CC=CC=C2 (N-[1-{[tert-butyl (diphenyl)silyl]oxy}-2-(2-cyclopropyl-2H-tetrazol-5-yl)propan-2-yl]-8-[(2,6-difluorobenzyl)oxy]-2-methylimidazo[1,2-a]pyridine-3-carboxamide). Isolated yield 52.8%. Reaction SMILES: N1C=CC=CC=1[C:7]1[CH:12]=[CH:11]C=CN=1.ClC(Cl)C.[C:17]([Si:21]([C:60]1[CH:65]=[CH:64][CH:63]=[CH:62][CH:61]=1)([C:54]1[CH:59]=[CH:58][CH:57]=[CH:56][CH:55]=1)[O:22][CH2:23][C:24]([NH:31][C:32]([C:34]1[N:38]2[CH:39]=[CH:40][CH:41]=[C:42]([O:43][CH2:44][C:45]3[C:50]([F:51])=[CH:49][CH:48]=[CH:47][C:46]=3[F:52])[C:37]2=[N:36][C:35]=1[CH3:53])=[O:33])([C:26]1[N:27]=[N:28][NH:29][N:30]=1)[CH3:25])([CH3:20])([CH3:19])[CH3:18].C1(B(O)O)CC1.C(=O)([O-])[O-].[Na+].[Na+].[Cl-].[NH4+]>C([O-])(=O)C.[Cu+2].C([O-])(=O)C.O>[C:17]([Si:21]([C:54]1[CH:59]=[CH:58][CH:57]=[CH:56][CH:55]=1)([C:60]1[CH:61]=[CH:62][CH:63]=[CH:64][CH:65]=1)[O:22][CH2:23][C:24]([NH:31][C:32]([C:34]1[N:38]2[CH:39]=[CH:40][CH:41]=[C:42]([O:43][CH2:44][C:45]3[C:50]([F:51])=[CH:49][CH:48]=[CH:47][C:46]=3[F:52])[C:37]2=[N:36][C:35]=1[CH3:53])=[O:33])([C:26]1[N:27]=[N:28][N:29]([CH:11]2[CH2:12][CH2:7]2)[N:30]=1)[CH3:25])([CH3:18])([CH3:19])[CH3:20] |f:4.5.6,7.8,9.10.11|. Procedure: A mixture of 137 mg of copper (II) acetate, 121 mg of 2,2′-bipyridine, and 10 ml of dichloroethane was heated to an inner temperature of 70° C., and to this mixture was added a mixture of 501 mg of N-[1-{[tert-butyl (diphenyl)silyl]oxy}-2-(2H-tetrazol-5-yl)propan-2-yl]-8-[(2,6-difluorobenzyl)oxy]-2-methylimidazo[1,2-a]pyridine-3-carboxamide, 135 mg of cyclopropylboronic acid, 182 mg of sodium carbonate, and 10 ml of dichloroethane, followed by stirring at 70° C. for 4 hours. The reaction mixture... Starting materials: C(#N)C=1C=C2CCC(C2=CC1)NC(CC(C1=CC=CC=C1)NS(=O)(=O)C1=CC2=CC=CC=C2C=C1)=O (N-(5-cyano-indan-1-yl)-3-(naphthalen-2-yl-sulfonylamino)-3-phenyl-propionamide), Cl (HCl). The product is Cl.NCC=1C=C2CCC(C2=CC1)NC(CC(C1=CC=CC=C1)NS(=O)(=O)C1=CC2=CC=CC=C2C=C1)=O (N-(5-Aminomethyl-indan-1-yl)-3-(naphthalen-2-yl-sulfonylamino)-3-phenyl-propionamide Hydrochloride). RXN SMILES: [C:1]([C:3]1[CH:4]=[C:5]2[C:9](=[CH:10][CH:11]=1)[CH:8]([NH:12][C:13](=[O:36])[CH2:14][CH:15]([NH:22][S:23]([C:26]1[CH:35]=[CH:34][C:33]3[C:28](=[CH:29][CH:30]=[CH:31][CH:32]=3)[CH:27]=1)(=[O:25])=[O:24])[C:16]1[CH:21]=[CH:20][CH:19]=[CH:18][CH:17]=1)[CH2:7][CH2:6]2)#[N:2].[ClH:37]>>[ClH:37].[NH2:2][CH2:1][C:3]1[CH:4]=[C:5]2[C:9](=[CH:10][CH:11]=1)[CH:8]([NH:12][C:13](=[O:36])[CH2:14][CH:15]([NH:22][S:23]([C:26]1[CH:35]=[CH:34][C:33]3[C:28](=[CH:29][CH:30]=[CH:31][CH:32]=3)[CH:27]=1)(=[O:25])=[O:24])[C:16]1[CH:17]=[CH:18][CH:19]=[CH:20][CH:21]=1)[CH2:7][CH2:6]2 |f:2.3|. Reported procedure: The title compound was prepared from N-(5-cyano-indan-1-yl)-3-(naphthalen-2-yl-sulfonylamino)-3-phenyl-propionamide yielding the HCl salt as a white solid. MS (ESI) m/z 500 (M+H)+. Reactants: COC(=O)CCc1ccc(Oc2ccc(CC(N)C(=O)N(C)C)cc2)cc1, CC(=O)O, ClCCl, Cl, Cl, Cc1ccc(S(=O)(=O)Cl)cc1. The product is COC(=O)CCc1ccc(Oc2ccc(CC(NS(=O)(=O)c3ccc(C)cc3)C(=O)N(C)C)cc2)cc1. Reaction SMILES: [CH3:3][O:4][C:5]([CH2:6][CH2:7][c:8]1[cH:9][cH:10][c:11]([O:14][c:15]2[cH:16][cH:17][c:18]([CH2:21][CH:22]([C:23]([N:24]([CH3:25])[CH3:26])=[O:27])[NH2:28])[cH:19][cH:20]2)[cH:12][cH:13]1)=[O:29].[CH3:41][C:42](=[O:43])[OH:44].[Cl:45][CH2:46][Cl:47].[ClH:1].[ClH:2].[c:30]1([CH3:40])[cH:31][cH:32][c:33]([S:36](=[O:37])(=[O:38])[Cl:39])[cH:34][cH:35]1>>[CH3:3][O:4][C:5]([CH2:6][CH2:7][c:8]1[cH:9][cH:10][c:11]([O:14][c:15]2[cH:16][cH:17][c:18]([CH2:21][CH:22]([C:23]([N:24]([CH3:25])[CH3:26])=[O:27])[NH:28][S:36]([c:33]3[cH:32][cH:31][c:30]([CH3:40])[cH:35][cH:34]3)(=[O:37])=[O:38])[cH:19][cH:20]2)[cH:12][cH:13]1)=[O:29]. The reactants are COC([C@H]1N(C[C@@H](C1)O)C(=O)OCC1=CC=CC=C1)=O (N-carbobenzyloxy-trans-4-hydroxy-L-proline methyl ester), CN(C(=O)Cl)C (dimethylcarbamyl chloride). Run in C(Cl)(Cl)Cl (chloroform). Reaction conditions: time 2 hour. Product: C(=O)(OCC1=CC=CC=C1)N1[C@H](C(=O)OC)C[C@H](C1)OC(=O)N(C)C (trans-N-carbobenzyloxy-4-[[(dimethylamino)carbonyl]oxy]-L-proline, methyl ester). RXN SMILES: [CH3:1][O:2][C:3](=[O:20])[C@@H:4]1[CH2:8][C@@H:7]([OH:9])[CH2:6][N:5]1[C:10]([O:12][CH2:13][C:14]1[CH:19]=[CH:18][CH:17]=[CH:16][CH:15]=1)=[O:11].[CH3:21][N:22]([CH3:26])[C:23](Cl)=[O:24]>C(Cl)(Cl)Cl>[C:10]([N:5]1[CH2:6][C@H:7]([O:9][C:23]([N:22]([CH3:26])[CH3:21])=[O:24])[CH2:8][C@H:4]1[C:3]([O:2][CH3:1])=[O:20])([O:12][CH2:13][C:14]1[CH:19]=[CH:18][CH:17]=[CH:16][CH:15]=1)=[O:11]. Procedure details: A solution of N-carbobenzyloxy-trans-4-hydroxy-L-proline methyl ester (Example 1, part b) in chloroform is treated dropwise with an equivalent quantity of dimethylcarbamyl chloride. The mixture is stirred for two hours, washed with water and the organic phase is dried over MgSO4. The solution is filtered and solvent evaporated to give trans-N-carbobenzyloxy-4-[[(dimethylamino)carbonyl]oxy]-L-proline, methyl ester. Isolated yield 93.0%. Solvent: N1=CC=CC=C1 (pyridine), C([O-])(O)=O.[Na+] (sodium bicarbonate). Procedure details: The diol compound prepared in Example K is dissolved in pyridine and treated with p-toluenesulfonyl chloride at -10° C., warmed to room temperature over two hours, diluted with aqueous sodium bicarbonate and extracted into chloroform to afford the title compound in 93% yield. This material is used without further purification. 1HNMR (400 MHz, CDCl3): β=1.26 ppm (m, 2H); 1.45 (s, 9H); 1.80 (m, 2H); 2.47 (s, 6H); 2.59 (m, 2H); 3.10 (d, 2H); 3.39 (dd, 2H); 3.78 (s, 2H); 3.85 (s, 2H); 7.36 (m, 4H); ... RXN SMILES: [OH:1][CH2:2][C:3]1([CH2:18][OH:19])[CH2:17][CH:6]2[CH2:7][N:8]([C:10]([O:12][C:13]([CH3:16])([CH3:15])[CH3:14])=[O:11])[CH2:9][CH:5]2[CH2:4]1.[C:20]1([CH3:30])[CH:25]=[CH:24][C:23]([S:26](Cl)(=[O:28])=[O:27])=[CH:22][CH:21]=1>N1C=CC=CC=1.C(=O)(O)[O-].[Na+]>[CH3:30][C:20]1[CH:25]=[CH:24][C:23]([S:26]([O:1][CH2:2][C:3]2([CH2:18][O:19][S:26]([C:23]3[CH:24]=[CH:25][C:20]([CH3:30])=[CH:21][CH:22]=3)(=[O:28])=[O:27])[CH2:17][CH:6]3[CH2:7][N:8]([C:10]([O:12][C:13]([CH3:15])([CH3:16])[CH3:14])=[O:11])[CH2:9][CH:5]3[CH2:4]2)(=[O:28])=[O:27])=[CH:22][CH:21]=1 |f:3.4|. Reactants: OCC1(CC2C(CN(C2)C(=O)OC(C)(C)C)C1)CO (1,1-dimethylethyl hexahydro-5,5-bis(hydroxymethyl)cyclopenta[c]pyrrole-2(1H)-carboxylate), C1(=CC=C(C=C1)S(=O)(=O)Cl)C (p-toluenesulfonyl chloride). Yields the product CC1=CC=C(C=C1)S(=O)(=O)OCC1(CC2C(CN(C2)C(=O)OC(C)(C)C)C1)COS(=O)(=O)C1=CC=C(C=C1)C (1,1-dimethylethyl hexahydro-5,5-bis[[[(4-methylphenyl)sulfonyl]oxy]methyl]cyclopenta[c]pyrrole-2(1H)-carboxylate). Starting materials: CC(C(C1=CC=CC=C1)O)N ((1S,2R)-(+)-norephedrine), [OH-].[Na+] (sodium hydroxide), C(=S)=S (Carbon disulphide). Run at time 24 hour. Yields the product CC1NC(SC1C1=CC=CC=C1)=S (4-methyl-5-phenylthiazolidine-2-thione), CC1NC(OC1C1=CC=CC=C1)=S (4-methyl-5-phenyloxazolidine-2-thione). As a reaction SMILES: [CH3:1][CH:2]([NH2:11])[CH:3]([OH:10])[C:4]1[CH:9]=[CH:8][CH:7]=[CH:6][CH:5]=1.[OH-].[Na+].[C:14](=[S:16])=[S:15]>>[CH3:1][CH:2]1[CH:3]([C:4]2[CH:9]=[CH:8][CH:7]=[CH:6][CH:5]=2)[S:16][C:14](=[S:15])[NH:11]1.[CH3:1][CH:2]1[CH:3]([C:4]2[CH:5]=[CH:6][CH:7]=[CH:8][CH:9]=2)[O:10][C:14](=[S:15])[NH:11]1 |f:1.2|. Reported procedure: Carbon disulphide (27 ml) was added to a mixture of (1S,2R)-(+)-norephedrine (5.0 g) and aqueous sodium hydroxide (50 ml of 15% solution) and the mixture stirred for 24 hours. Excess carbon disulphide was evaporated under reduced pressure and the residue poured into water and extracted with ethyl acetate. The extracts were washed with water, dried and evaporated. The residue was chromatographed on silica gel (eluent-ether/hexane; 1:1) to give 4-methyl-5-phenylthiazolidine-2-thione and 4-methyl-5... Starting materials: C(C1=CC=CC=C1)O[C@@H]1[C@H](O[C@H]([C@@H]([C@H]1OCC1=CC=CC=C1)OCC1=CC=CC=C1)C1=CC(=C(C=C1)Cl)CC=1SC(=CN1)C=1OC=CC1)C(=O)OC ((2S,3S,4R,5S,6S)-Methyl 3,4,5-tris(benzyloxy)-6-(4-chloro-3-((5-(furan-2-yl)thiazol-2-yl)methyl)phenyl)-tetrahydro-2H-pyran-2-carboxylate), C(C)[Mg]Cl (ethyl magnesiumchloride), Ti(Oi-Pr)4, [NH4+].[Cl-] (NH4Cl). Solvent: C1CCOC1 (THF). Reaction conditions: time 18 hour. The product is C(C1=CC=CC=C1)O[C@@H]1[C@H](O[C@H]([C@@H]([C@H]1OCC1=CC=CC=C1)OCC1=CC=CC=C1)C1=CC(=C(C=C1)Cl)CC=1SC(=CN1)C=1OC=CC1)C1(CC1)O (1-((2S,3S,4R,5S,6S)-3,4,5-Tris(benzyloxy)-6-(4-chloro-3-((5-(furan-2-yl)thiazol-2-yl)methyl)phenyl)-tetrahydro-2H-pyran-2-yl)cyclopropanol). Yield: 28.0%. Reaction SMILES: [CH2:1]([O:8][C@H:9]1[C@H:14]([O:15][CH2:16][C:17]2[CH:22]=[CH:21][CH:20]=[CH:19][CH:18]=2)[C@@H:13]([O:23][CH2:24][C:25]2[CH:30]=[CH:29][CH:28]=[CH:27][CH:26]=2)[C@H:12]([C:31]2[CH:36]=[CH:35][C:34](Cl)=[C:33]([CH2:38][C:39]3[S:40][C:41]([C:44]4[O:45][CH:46]=[CH:47][CH:48]=4)=[CH:42]N=3)[CH:32]=2)[O:11][C@@H:10]1[C:49](OC)=[O:50])[C:2]1[CH:7]=[CH:6][CH:5]=[CH:4][CH:3]=1.[CH2:53]([Mg]Cl)[CH3:54].[NH4+:57].[Cl-:58]>C1COCC1>[CH2:1]([O:8][C@H:9]1[C@H:14]([O:15][CH2:16][C:17]2[CH:22]=[CH:21][CH:20]=[CH:19][CH:18]=2)[C@@H:13]([O:23][CH2:24][C:25]2[CH:30]=[CH:29][CH:28]=[CH:27][CH:26]=2)[C@H:12]([C:31]2[CH:36]=[CH:35][C:34]([Cl:58])=[C:33]([CH2:38][C:39]3[S:40][C:41]([C:44]4[O:45][CH:46]=[CH:47][CH:48]=4)=[CH:42][N:57]=3)[CH:32]=2)[O:11][C@@H:10]1[C:49]1([OH:50])[CH2:54][CH2:53]1)[C:2]1[CH:3]=[CH:4][CH:5]=[CH:6][CH:7]=1 |f:2.3|. Reported procedure: To the solution of methyl ester 105 (350 mg, 0.47 mmol) in THF (2.5 mL) was added ethyl magnesiumchloride (1.2 mL, 2.0M solution in THF) and Ti(Oi-Pr)4 (0.15 mL 0.52 mmol) at 0° C. The reaction mixture was allowed to warm to room temperature and stirred for 18 h. The reaction mixture was poured into a saturated NH4Cl solution and extracted with ethyl acetate. The organic layer was dried over anhydrous MgSO4, filtere, and concentrated in vacuo. Purification by silica gel column chromatography pro...